From a dataset of the Open Reaction Database (ORD), a public repository of structured organic reaction records. describe an organic reaction: reactants, conditions, products, and yield Run in O1CCOCC1 (dioxane). Starting materials: C(C)(C)(C)OC(=O)N[C@@H](C(=O)O[C@H]1CN2CCC1CC2)C2=CC=CC=C2 ((R)—(R)-quinuclidin-3-yl 2-((tert-butoxycarbonyl)amino)-2-phenylacetate), Cl (HCl), C(C)OCC (diethyl ether). Reported procedure: To a solution of (R)—(R)-quinuclidin-3-yl 2-((tert-butoxycarbonyl)amino)-2-phenylacetate (0.608 g, 1.687 mmol) in anhydrous dioxane (6 mL) was added 2M HCl in diethyl ether (5.2 mL, 10.4 mmol). The reaction mixture was stirred at room temperature for 20 hours. The solvent was removed in vacuo to afford the title compound as a white solid (0.564 g, quantitative yield). Run at time 20 hour. Product: Cl.Cl.N[C@@H](C(=O)O[C@H]1CN2CCC1CC2)C2=CC=CC=C2 ((R)—(R)-quinuclidin-3-yl 2-amino-2-phenylacetate bis hydrochloride salt). Reaction SMILES: C(OC([NH:8][C@H:9]([C:21]1[CH:26]=[CH:25][CH:24]=[CH:23][CH:22]=1)[C:10]([O:12][C@@H:13]1[CH:18]2[CH2:19][CH2:20][N:15]([CH2:16][CH2:17]2)[CH2:14]1)=[O:11])=O)(C)(C)C.[ClH:27].C(OCC)C>O1CCOCC1>[ClH:27].[ClH:27].[NH2:8][C@H:9]([C:21]1[CH:26]=[CH:25][CH:24]=[CH:23][CH:22]=1)[C:10]([O:12][C@@H:13]1[CH:18]2[CH2:17][CH2:16][N:15]([CH2:20][CH2:19]2)[CH2:14]1)=[O:11] |f:4.5.6|. Reactants: CCCCC1(CCc2ccc(OCc3ccccc3)cc2)CC(O)=CC(=O)O1, C1CCOC1, CS(C)=O, [Pd]. Product: CCCCC1(CCc2ccc(O)cc2)CC(O)=CC(=O)O1. RXN SMILES: [CH2:1]([c:2]1[cH:3][cH:4][cH:5][cH:6][cH:7]1)[O:8][c:9]1[cH:10][cH:11][c:12]([CH2:15][CH2:16][C:17]2([CH2:25][CH2:26][CH2:27][CH3:28])[CH2:18][C:19]([OH:24])=[CH:20][C:21](=[O:23])[O:22]2)[cH:13][cH:14]1.[CH2:29]1[O:30][CH2:31][CH2:32][CH2:33]1.[CH3:35][S:36]([CH3:37])=[O:38].[Pd:34]>>[OH:8][c:9]1[cH:10][cH:11][c:12]([CH2:15][CH2:16][C:17]2([CH2:25][CH2:26][CH2:27][CH3:28])[CH2:18][C:19]([OH:24])=[CH:20][C:21](=[O:23])[O:22]2)[cH:13][cH:14]1. Starting materials: C(C1=CC=CC=C1)N1CCC2(C(CC(N2C2=CC(=CC=C2)F)=O)=O)CC1 (8-benzyl-1-(3-fluorophenyl)-1,8-diazaspiro[4.5]decane-2,4-dione), Br.BrCCCN (3-bromopropylamine hydrobromide), N1=C(C=CC=C1C)C (2,6-lutidine). Run in C(C)(C)O (isopropanol). Conditions: temperature 80 celsius. Product: C(C1=CC=CC=C1)N1CCC2(N(C(C3=C2NCCC3)=O)C3=CC(=CC=C3)F)CC1 (1-benzyl-6′-(3-fluorophenyl)-1′,2′,3′,4′-tetrahydrospiro[piperidine-4,7′-pyrrolo[3,4-b]pyridin]-5′(6′H)-one). As a reaction SMILES: [CH2:1]([N:8]1[CH2:26][CH2:25][C:11]2([N:15]([C:16]3[CH:21]=[CH:20][CH:19]=[C:18]([F:22])[CH:17]=3)[C:14](=[O:23])[CH2:13][C:12]2=O)[CH2:10][CH2:9]1)[C:2]1[CH:7]=[CH:6][CH:5]=[CH:4][CH:3]=1.Br.Br[CH2:29][CH2:30][CH2:31][NH2:32].N1C(C)=CC=CC=1C>C(O)(C)C>[CH2:1]([N:8]1[CH2:26][CH2:25][C:11]2([C:12]3[NH:32][CH2:31][CH2:30][CH2:29][C:13]=3[C:14](=[O:23])[N:15]2[C:16]2[CH:21]=[CH:20][CH:19]=[C:18]([F:22])[CH:17]=2)[CH2:10][CH2:9]1)[C:2]1[CH:3]=[CH:4][CH:5]=[CH:6][CH:7]=1 |f:1.2|. Procedure: To a solution of 8-benzyl-1-(3-fluorophenyl)-1,8-diazaspiro[4.5]decane-2,4-dione (Intermediate 1A.4-1, 300 mg, 0.85 mmol) in isopropanol (4.3 ml) were added 3-bromopropylamine hydrobromide (205 mg, 0.94 mmol) and 2,6-lutidine (0.22 ml, 1.87 mmol). The reaction vessel was sealed and heated at 80° C. for 3 days. The reaction was concentrated in vacuo and partitioned between dichloromethane and 1N NaOH. The organic layer was washed with brine, dried over sodium sulfate, filtered, and concentrated i... The reactants are O (water), FC(C(C(=O)O)(C)O)(F)F (3,3,3-trifluoro-2-hydroxy-2-methylpropanoic acid), NC1=CC(=C(C=C1)SC1=CC=CC=C1)C#N ((4-Amino-2-cyanophenyl)phenyl sulfide), S(=O)(Cl)Cl (thionyl chloride). Run in CN(C(C)=O)C (N,N-dimethylacetamide). Conditions: temperature 60 celsius, time 1 hour. Product: C1(=CC=CC=C1)SC1=C(C=C(C=C1)NC(C(C(F)(F)F)(C)O)=O)C#N (N-(4-phenylthio-3-cyanophenyl)-3,3,3,-trifluoro-2-hydroxy-2-methylpropanamide). Yield: 158.7%. Reaction SMILES: [F:1][C:2]([F:10])([F:9])[C:3]([OH:8])([CH3:7])[C:4](O)=[O:5].S(Cl)(Cl)=O.[NH2:15][C:16]1[CH:21]=[CH:20][C:19]([S:22][C:23]2[CH:28]=[CH:27][CH:26]=[CH:25][CH:24]=2)=[C:18]([C:29]#[N:30])[CH:17]=1.O>CN(C)C(=O)C>[C:23]1([S:22][C:19]2[CH:20]=[CH:21][C:16]([NH:15][C:4](=[O:5])[C:3]([OH:8])([CH3:7])[C:2]([F:10])([F:9])[F:1])=[CH:17][C:18]=2[C:29]#[N:30])[CH:28]=[CH:27][CH:26]=[CH:25][CH:24]=1. Procedure details: To a stirred, cooled (-20° C.) solution of 3,3,3-trifluoro-2-hydroxy-2-methylpropanoic acid (2.16 g 13.7 mmol) in N,N-dimethylacetamide (20 mL) was rapidly added thionyl chloride (1.73 g, 14.5 mmol) and the mixture (a precipitate formed after a few minutes) stirred at -20° C. to -10° C. for 1 hour. (4-Amino-2-cyanophenyl)phenyl sulfide (2.08 g, 9.2 mmol) was then added in one portion and the mixture allowed to stir at room temperature overnight. The solution was poured into 500 mL of water and e... Starting materials: COC([C@@H]1[C@H]([C@H]([C@@H](O1)N1C2=NC=NC(=C2N=C1)N)O)N)=O (methyl-1-(6-amino-9H-purin-9-yl)-1,3-dideoxy-3-amino-β-D-ribofuranuronate), C(C)(C)(C)OC(=O)NC(CC1=CC=C(C=C1)Cl)C(=O)O (N-tert-butoxycarbonyl-β-(4-chlorophenyl)-D,L-alanine), C1(CCCCC1)N=C=NC1CCCCC1 (N,N'-dicyclohexylcarbodiimide). Solvent: O1CCCC1 (tetrahydrofuran), O (water), O (water). Reaction conditions: time 8 hour. Yields the product NC1=C2N=CN(C2=NC=N1)[C@H]1[C@H](O)[C@@H]([C@H](O1)C(=O)OC)NC(C(NC(=O)OC(C)(C)C)CC1=CC=C(C=C1)Cl)=O (methyl 1-(6-amino-9H-purin-9-yl)-1,3-dideoxy-3-[N-tert-butoxycarbonyl-β-(4-chlorophenyl)-D,L-alanylamino]-β-D-ribofuranuronate). Isolated yield 35.3%. Reaction SMILES: [CH3:1][O:2][C:3](=[O:21])[C@H:4]1[O:8][C@@H:7]([N:9]2[CH:17]=[N:16][C:15]3[C:10]2=[N:11][CH:12]=[N:13][C:14]=3[NH2:18])[C@H:6]([OH:19])[C@@H:5]1[NH2:20].[C:22]([O:26][C:27]([NH:29][CH:30]([C:39](O)=[O:40])[CH2:31][C:32]1[CH:37]=[CH:36][C:35]([Cl:38])=[CH:34][CH:33]=1)=[O:28])([CH3:25])([CH3:24])[CH3:23].C1(N=C=NC2CCCCC2)CCCCC1>O1CCCC1.O>[NH2:18][C:14]1[N:13]=[CH:12][N:11]=[C:10]2[C:15]=1[N:16]=[CH:17][N:9]2[C@@H:7]1[O:8][C@H:4]([C:3]([O:2][CH3:1])=[O:21])[C@@H:5]([NH:20][C:39](=[O:40])[CH:30]([CH2:31][C:32]2[CH:33]=[CH:34][C:35]([Cl:38])=[CH:36][CH:37]=2)[NH:29][C:27]([O:26][C:22]([CH3:25])([CH3:23])[CH3:24])=[O:28])[C@H:6]1[OH:19]. Procedure details: A mixture of methyl-1-(6-amino-9H-purin-9-yl)-1,3-dideoxy-3-amino-β-D-ribofuranuronate (294 mg) prepared in Example 62, N-tert-butoxycarbonyl-β-(4-chlorophenyl)-D,L-alanine (300 mg) and N,N'-dicyclohexylcarbodiimide (206 mg) in tetrahydrofuran (15 ml) and water (5 ml) was stirred overnight. The mixture was diluted with water (50 ml) and extracted with ethyl acetate. The extract was washed with water, dried, and evaporated to dryness. The residue was subjected to column chromatography on silica g... The reactants are C(C=C)(=O)OC (methyl acrylate), ClC1=CC=C(C=C1)C=CC(C(CC=CC1=CC=C(C=C1)Cl)C1=CC=CC=C1)=O (1,7-bis-(p-chlorophenyl)-4-phenyl-1,6-heptadien-3-one). Solvent: C(OC)COC (glyme), CO (MeOH), C(OC)COC (glyme). Conditions: time 24 hour. The product is ClC1=CC=C(C=CCC(CCC(=O)O)(C(C=CC2=CC=C(C=C2)Cl)=O)C2=CC=CC=C2)C=C1 (4-(p-Chlorocinnamyl)-4-phenyl-5-oxo-7-(p-chlorophenyl)-6-heptenoic Acid). Reaction SMILES: [Cl:1][C:2]1[CH:7]=[CH:6][C:5]([CH:8]=[CH:9][C:10](=[O:28])[CH:11]([C:22]2[CH:27]=[CH:26][CH:25]=[CH:24][CH:23]=2)[CH2:12][CH:13]=[CH:14][C:15]2[CH:20]=[CH:19][C:18]([Cl:21])=[CH:17][CH:16]=2)=[CH:4][CH:3]=1.[C:29]([O:33]C)(=[O:32])[CH:30]=[CH2:31]>CO.C(COC)OC>[Cl:21][C:18]1[CH:17]=[CH:16][C:15]([CH:14]=[CH:13][CH2:12][C:11]([C:22]2[CH:23]=[CH:24][CH:25]=[CH:26][CH:27]=2)([C:10](=[O:28])[CH:9]=[CH:8][C:5]2[CH:6]=[CH:7][C:2]([Cl:1])=[CH:3][CH:4]=2)[CH2:31][CH2:30][C:29]([OH:33])=[O:32])=[CH:20][CH:19]=1. Procedure: Triton B (1 ml., 40% in MeOH) is added to a stirred solution of 1,7-bis-(p-chlorophenyl)-4-phenyl-1,6-heptadien-3-one (16.10 g., 0.039 mole) in glyme (150 ml.), followed by addition of methyl acrylate (3.87 g., 0.045 mole) in glyme (25 ml.). After stirring for 24 hours, the solvent is removed in vacuo and water (600 ml.) and dilute hydrochloric acid (25 ml.) are added to the residue. The organic material is extracted into ether and these extracts are washed with water, saturated brine and dried ... Reactants: CC1=C(OC2=C1C(=C(C=C2Cl)CCC)O)C(=O)O (3-methyl-4-hydroxy-5-propyl-7-chlorobenzofuran carboxylic acid), C1(=CC=CC=C1)C (toluene), Cl (hydrochloric acid), Cl (HCl). Run in C(C)(=O)O (acetic acid). The product is CC1=COC2=C1C(=C(C=C2Cl)CCC)O (3-methyl-4-hydroxy-5-propyl-7-chlorobenzofuran). The yield is 74.6%. Reaction SMILES: [CH3:1][C:2]1[C:6]2[C:7]([OH:15])=[C:8]([CH2:12][CH2:13][CH3:14])[CH:9]=[C:10]([Cl:11])[C:5]=2[O:4][C:3]=1C(O)=O.C1(C)C=CC=CC=1.Cl>C(O)(=O)C>[CH3:1][C:2]1[C:6]2[C:7]([OH:15])=[C:8]([CH2:12][CH2:13][CH3:14])[CH:9]=[C:10]([Cl:11])[C:5]=2[O:4][CH:3]=1. Procedure: A mixture of 3-methyl-4-hydroxy-5-propyl-7-chlorobenzofuran carboxylic acid (0.93 gm; 3.7 mmoles), toluene (25 mL), 6N hydrochloric acid (20 mL), 10N HCl (100 mL) and acetic acid (30 ml) was refluxed for a period of 18 hours. The two phases were separated and the organic phase was dried (Na2SO4), and concentrated in vacuo to yield 3-methyl-4-hydroxy-5-propyl-7-chlorobenzofuran (0.62 gm; 80%), identical to the product obtained from the cyclisation reaction described above in Step C. The reactants are CN(C)c1ccc(-c2nc3c(N4CCN(C(=O)Nc5ccccc5)CC4)c(Br)cnc3[nH]2)cc1, C1CNCCN1, CN(C)c1ccc(C=O)cc1, CS(C)=O, Nc1ncc(Br)c(N2CCN(CCNC(=O)Nc3ccccc3)CC2)c1[N+](=O)[O-], [Na+], [Na+], CN(C)C=O, O=S([O-])S(=O)[O-], c1cnc2nc[nH]c2c1. Yields the product CN(C)c1ccc(-c2nc3c(N4CCN(CCNC(=O)Nc5ccccc5)CC4)c(Br)cnc3[nH]2)cc1. Reaction SMILES: [Br:1][c:2]1[c:3]([N:20]2[CH2:21][CH2:22][N:23]([C:26]([NH:27][c:28]3[cH:29][cH:30][cH:31][cH:32][cH:33]3)=[O:34])[CH2:24][CH2:25]2)[c:4]2[c:5]([n:6][cH:7]1)[nH:8][c:9](-[c:11]1[cH:12][cH:13][c:14]([N:17]([CH3:18])[CH3:19])[cH:15][cH:16]1)[n:10]2.[CH2:83]1[NH:84][CH2:85][CH2:86][NH:87][CH2:88]1.[CH3:72][N:73]([c:74]1[cH:75][cH:76][c:77]([CH:78]=[O:79])[cH:80][cH:81]1)[CH3:82].[CH3:98][S:99]([CH3:100])=[O:101].[NH2:35][c:36]1[c:37]([N+:38]([O-:39])=[O:40])[c:41]([N:42]2[CH2:43][CH2:44][N:45]([CH2:51][CH2:52][NH:53][C:54](=[O:55])[NH:56][c:57]3[cH:58][cH:59][cH:60][cH:61][cH:62]3)[CH2:46][CH2:47]2)[c:48]([Br:49])[cH:50][n:63]1.[Na+:70].[Na+:71].[O:102]=[CH:103][N:104]([CH3:105])[CH3:106].[S:64]([S:65]([O-:66])=[O:67])([O-:68])=[O:69].[nH:89]1[c:90]2[c:91]([n:92][cH:93][cH:94][cH:95]2)[n:96][cH:97]1>>[Br:1][c:2]1[c:3]([N:20]2[CH2:21][CH2:22][N:23]([CH2:51][CH2:52][NH:53][C:54](=[O:55])[NH:56][c:57]3[cH:58][cH:59][cH:60][cH:61][cH:62]3)[CH2:24][CH2:25]2)[c:4]2[c:5]([n:6][cH:7]1)[nH:8][c:9](-[c:11]1[cH:12][cH:13][c:14]([N:17]([CH3:18])[CH3:19])[cH:15][cH:16]1)[n:10]2. Starting materials: C(C)(C)(C)OC(=O)N1[C@@H](CC(C1)=NOCC)C(=O)O ((2S,4EZ)-1-(tert-butoxycarbonyl)-4-(ethoxyimino)-2-pyrrolidinecarboxylic acid), O(C1=CC=CC=C1)CC(=O)O (phenoxyacetic acid), C(C)N1C2=CC=CC=C2C=2C=C(C=CC12)N (9-ethyl-9H-carbazol-3-amine). Product: C(C)ON=C1C[C@H](N(C1)C(COC1=CC=CC=C1)=O)C(=O)NC=1C=CC=2N(C3=CC=CC=C3C2C1)CC ((2S,4EZ)-4-(ethoxyimino)-N-(9-ethyl-9H-carbazol-3-yl)-1-(-phenoxyacetyl)-2-pyrrolidinecarboxamide). RXN SMILES: C(O[C:6]([N:8]1[CH2:12][C:11](=[N:13][O:14][CH2:15][CH3:16])[CH2:10][C@H:9]1[C:17]([OH:19])=O)=[O:7])(C)(C)C.[O:20]([CH2:27]C(O)=O)[C:21]1[CH:26]=[CH:25][CH:24]=[CH:23][CH:22]=1.[CH2:31]([N:33]1[C:45]2[CH:44]=[CH:43][C:42]([NH2:46])=[CH:41][C:40]=2[C:39]2[C:34]1=[CH:35][CH:36]=[CH:37][CH:38]=2)[CH3:32]>>[CH2:15]([O:14][N:13]=[C:11]1[CH2:12][N:8]([C:6](=[O:7])[CH2:27][O:20][C:21]2[CH:22]=[CH:23][CH:24]=[CH:25][CH:26]=2)[C@H:9]([C:17]([NH:46][C:42]2[CH:43]=[CH:44][C:45]3[N:33]([CH2:31][CH3:32])[C:34]4[C:39]([C:40]=3[CH:41]=2)=[CH:38][CH:37]=[CH:36][CH:35]=4)=[O:19])[CH2:10]1)[CH3:16]. Procedure: Following the general method as outlined in Example 2, starting from (2S,4EZ)-1-(tert-butoxycarbonyl)-4-(ethoxyimino)-2-pyrrolidinecarboxylic acid, phenoxyacetic acid, and 9-ethyl-9H-carbazol-3-amine the title compound was obtained after column chromatography as an off-white solid as a mixture of E/Z-isomers. The isomers were then separated using column chromatography. The reactants are O=C(C(=O)OC)CCC(=O)[O-] (1-methyl 2-oxoglutarate), S(=O)(Cl)Cl (thionyl chloride). The reagents and catalysts are CN(C=O)C (N,N-dimethylformamide). Run in ClCCl (dichloromethane). Conditions: time 15 hour. Yields the product ClC1(OC(CC1)=O)C(=O)OC (methyl 2-chloro-5-oxo-2-tetrahydrofurancarboxylate). As a reaction SMILES: O=[C:2]([CH2:7][CH2:8][C:9]([O-:11])=[O:10])[C:3]([O:5][CH3:6])=[O:4].S(Cl)([Cl:14])=O>ClCCl.CN(C)C=O>[Cl:14][C:2]1([C:3]([O:5][CH3:6])=[O:4])[CH2:7][CH2:8][C:9](=[O:10])[O:11]1. Reported procedure: In 10 ml of dichloromethane was dissolved 1.0 g of Compound (10). To the solution were added 911 μl of thionyl chloride and one drop of N,N-dimethylformamide. The mixture was stirred at room temperature for 15 hours. The reaction solution was concentrated. The concentrate was subjected to a flash chromatography using silica gel, followed by elution with hexane-ethyl acetate (1:2) to give 985 mg of the subject Compound (13).